Dataset: the Open Reaction Database (ORD), a public repository of structured organic reaction records. Task: describe an organic reaction: reactants, conditions, products, and yield Starting materials: O=C(Cl)c1ccccc1, [Li]CCCC, CCOC(C)=O, CC(C)NC(C)C, [Cl-], [NH4+], C1CCOC1, CCOC(=O)Cc1ccccc1. Yields the product CCOC(=O)C(C(=O)c1ccccc1)c1ccccc1. RXN SMILES: [C:25]([c:26]1[cH:27][cH:28][cH:29][cH:30][cH:31]1)(=[O:32])[Cl:33].[CH2:8]([Li:9])[CH2:10][CH2:11][CH3:12].[CH3:41][CH2:42][O:43][C:44](=[O:45])[CH3:46].[CH:1]([NH:2][CH:3]([CH3:4])[CH3:5])([CH3:6])[CH3:7].[Cl-:34].[NH4+:35].[O:36]1[CH2:37][CH2:38][CH2:39][CH2:40]1.[c:13]1([CH2:19][C:20](=[O:21])[O:22][CH2:23][CH3:24])[cH:14][cH:15][cH:16][cH:17][cH:18]1>>[c:13]1([CH:19]([C:20](=[O:21])[O:22][CH2:23][CH3:24])[C:25]([c:26]2[cH:27][cH:28][cH:29][cH:30][cH:31]2)=[O:32])[cH:14][cH:15][cH:16][cH:17][cH:18]1. Starting materials: ClCCCl (DCE), NC[C@H]1O[C@H]([C@H]2[C@@H]1OC(O2)(C)C)N2C1=NC=NC(=C1N=C2)N (9-[(3aR,4R,6R,6aR)-6-(aminomethyl)-2,2-dimethyl-tetrahydro-2H-furo[3,4-d][1,3]dioxol-4-yl]-9H-purin-6-amine), O=C1CC(C1)CCC(=O)OCC1=CC=CC=C1 (benzyl 3-(3-oxocyclobutyl)propanoate), C(C)(=O)O (acetic acid). The solvent is CC(C)O (iPrOH), ClCCCl.CC(C)O (DCE iPrOH). Conditions: time 1 hour. Product: NC1=C2N=CN(C2=NC=N1)[C@@H]1O[C@@H]([C@@H]2[C@H]1OC(O2)(C)C)CNC2CC(C2)CCC(=O)OCC2=CC=CC=C2 (Benzyl 3-[3-({[(3aR,4R,6R,6aR)-6-(6-amino-9H-purin-9-yl)-2,2-dimethyl-tetrahydro-2H-furo[3,4-d][1,3]dioxol-4-yl]methyl}amino)cyclobutyl]propanoate). RXN SMILES: [NH2:1][CH2:2][C@@H:3]1[C@H:7]2[O:8][C:9]([CH3:12])([CH3:11])[O:10][C@H:6]2[C@H:5]([N:13]2[CH:21]=[N:20][C:19]3[C:14]2=[N:15][CH:16]=[N:17][C:18]=3[NH2:22])[O:4]1.O=[C:24]1[CH2:27][CH:26]([CH2:28][CH2:29][C:30]([O:32][CH2:33][C:34]2[CH:39]=[CH:38][CH:37]=[CH:36][CH:35]=2)=[O:31])[CH2:25]1.C(O)(=O)C.ClCCCl>ClCCCl.CC(O)C.CC(O)C>[NH2:22][C:18]1[N:17]=[CH:16][N:15]=[C:14]2[C:19]=1[N:20]=[CH:21][N:13]2[C@H:5]1[C@@H:6]2[O:10][C:9]([CH3:12])([CH3:11])[O:8][C@@H:7]2[C@@H:3]([CH2:2][NH:1][CH:24]2[CH2:27][CH:26]([CH2:28][CH2:29][C:30]([O:32][CH2:33][C:34]3[CH:35]=[CH:36][CH:37]=[CH:38][CH:39]=3)=[O:31])[CH2:25]2)[O:4]1 |f:4.5|. Reported procedure: A suspension of the 9-[(3aR,4R,6R,6aR)-6-(aminomethyl)-2,2-dimethyl-tetrahydro-2H-furo[3,4-d][1,3]dioxol-4-yl]-9H-purin-6-amine (1.45 g, 4.736 mmol), benzyl 3-(3-oxocyclobutyl)propanoate (1.21 g, 5.209 mmol) and acetic acid (246.45 μl, 4.31 mmol) in DCE:iPrOH (4:1, 50 ml) was stirred at RT for 1 h. A further aliquot of DCE (40 ml) and iPrOH (5 ml) was added to the reaction mixture and continued for 1 hour. STAB (1.28 g, 6.03 mmol) was then added and the reaction mixture was stirred for 18 hours.... Starting materials: CCNC(=O)Nc1ccc(-c2nc3c(c(N4CCOCC4C)n2)CCNC3)cc1, Cc1ccc(S(=O)(=O)OCC2COC(C)(C)O2)cc1, CCN(C(C)C)C(C)C, Cl, [I-], [Na+], CN(C)C=O. Yields the product CCNC(=O)Nc1ccc(-c2nc3c(c(N4CCOCC4C)n2)CCN(CC2COC(C)(C)O2)C3)cc1. As a reaction SMILES: [CH2:2]([CH3:3])[NH:4][C:5](=[O:6])[NH:7][c:8]1[cH:9][cH:10][c:11](-[c:14]2[n:15][c:16]([N:24]3[CH:25]([CH3:30])[CH2:26][O:27][CH2:28][CH2:29]3)[c:17]3[c:18]([n:19]2)[CH2:20][NH:21][CH2:22][CH2:23]3)[cH:12][cH:13]1.[CH3:31][c:32]1[cH:33][cH:34][c:35]([S:36]([O:37][CH2:42][CH:43]2[O:44][C:45]([CH3:48])([CH3:49])[O:46][CH2:47]2)(=[O:38])=[O:39])[cH:40][cH:41]1.[CH:52]([N:53]([CH2:54][CH3:55])[CH:56]([CH3:57])[CH3:58])([CH3:59])[CH3:60].[ClH:1].[I-:51].[Na+:50].[O:61]=[CH:62][N:63]([CH3:64])[CH3:65]>>[CH2:2]([CH3:3])[NH:4][C:5](=[O:6])[NH:7][c:8]1[cH:9][cH:10][c:11](-[c:14]2[n:15][c:16]([N:24]3[CH:25]([CH3:30])[CH2:26][O:27][CH2:28][CH2:29]3)[c:17]3[c:18]([n:19]2)[CH2:20][N:21]([CH2:42][CH:43]2[O:44][C:45]([CH3:48])([CH3:49])[O:46][CH2:47]2)[CH2:22][CH2:23]3)[cH:12][cH:13]1.